This data is from the Open Reaction Database (ORD), a public repository of structured organic reaction records. The task is: describe an organic reaction: reactants, conditions, products, and yield Reactants: O=C([O-])[O-], C#CCBr, CC(C)=O, [K+], [K+], CCC(OC)(c1cccc(O)c1)c1nccs1. Yields the product C#CCOc1cccc(C(CC)(OC)c2nccs2)c1. Reaction SMILES: [C:22](=[O:23])([O-:24])[O-:25].[CH2:18]([C:19]#[CH:20])[Br:21].[CH3:28][C:29](=[O:30])[CH3:31].[K+:26].[K+:27].[OH:1][c:2]1[cH:3][c:4]([C:8]([CH2:9][CH3:10])([O:11][CH3:12])[c:13]2[s:14][cH:15][cH:16][n:17]2)[cH:5][cH:6][cH:7]1>>[O:1]([c:2]1[cH:3][c:4]([C:8]([CH2:9][CH3:10])([O:11][CH3:12])[c:13]2[s:14][cH:15][cH:16][n:17]2)[cH:5][cH:6][cH:7]1)[CH2:20][C:19]#[CH:18]. The reactants are ice, NC1=C(C=CC=C1)SC1=C(C#N)C=CC=C1 (2-(2-Aminophenylthio)benzonitrile), C(C)(=O)O (acetic acid), S(O)(O)(=O)=O (sulphuric acid), [OH-].[Na+] (sodium hydroxide). Solvent: O (water). Yields the product C1=CC=CC2=C1C(NC1=C(S2)C=CC=C1)=O (10,11-Dihydrodibenzo[b,f][1,4]thiazepin-11-one). RXN SMILES: N[C:2]1[CH:7]=[CH:6][CH:5]=[CH:4][C:3]=1[S:8][C:9]1[CH:16]=[CH:15][CH:14]=[CH:13][C:10]=1[C:11]#[N:12].C(O)(=[O:19])C.S(=O)(=O)(O)O.[OH-].[Na+]>O>[CH:13]1[C:10]2[C:11](=[O:19])[NH:12][C:2]3[CH:7]=[CH:6][CH:5]=[CH:4][C:3]=3[S:8][C:9]=2[CH:16]=[CH:15][CH:14]=1 |f:3.4|. Procedure: 2-(2-Aminophenylthio)benzonitrile (3.72 g, 16 mmol) was dissolved in water (35 ml), acetic acid (35 ml) and concentrated sulphuric acid (35 ml) and stirred and heated under reflux for 3 hr. The mixture was allowed to cool and poured onto crushed ice (600 ml) and adjusted to pH 6 with sodium hydroxide solution (10N). The product was extracted into dichloromethane (700 ml), dried (MgSO4) and evaporated in vacuo. The residue was dissolved in xylene (250 ml) and refluxed in a Dean-Stark apparatus fo... Reactants: E2, C(=O)O (formic acid), FC1=C(C=CC=C1F)C1(CNCC1)O (3-(2,3-difluorophenyl)pyrrolidin-3-ol), O (Water). Solvent: C=O (formaldehyde). Run at time 5 hour. The product is FC1=C(C=CC=C1F)C1(CN(CC1)C)O ((−)-3-(2,3-DIFLUOROPHENYL)-1-METHYLPYRROLIDIN-3-OL). RXN SMILES: [F:1][C:2]1[C:7]([F:8])=[CH:6][CH:5]=[CH:4][C:3]=1[C:9]1([OH:14])[CH2:13][CH2:12][NH:11][CH2:10]1.O.[CH:16](O)=O>C=O>[F:1][C:2]1[C:7]([F:8])=[CH:6][CH:5]=[CH:4][C:3]=1[C:9]1([OH:14])[CH2:13][CH2:12][N:11]([CH3:16])[CH2:10]1. Procedure details: Preparation according to Example 11: Enantiomer E2 of 3-(2,3-difluorophenyl)pyrrolidin-3-ol (0.5 g, 2.5 mmol) in formic acid (7.2 mL) and aqueous formaldehyde (40%, 6.5 mL). 65° C. for 5 h. Water was added (50 mL), and the mixture was washed with diethyl ether. The water phase was basified with NaOH (5 M), extracted with ethyl acetate, dried (MgSO4) and evaporated. The crude compound was again treated with the same amount of formic acid and aqueous formaldehyde as above for 5 h. Purification by ... Reactants: [OH-].[K+] (potassium hydroxide), C(C)(C)(C)C=1C=C(C=C(C1O)C(C)(C)C)CC(=O)OCC (Ethyl (3,5-di-t-butyl-4-hydroxyphenyl)-acetate). The reagents and catalysts are [Fe-3](C#N)(C#N)(C#N)(C#N)(C#N)C#N.[K+].[K+].[K+] (potasium ferricyanide). Run in O (water), C1=CC=CC=C1 (benzene). Reaction conditions: temperature 40 celsius, time 2 hour. Product: C(C)(C)(C)C1=CC(C=C(C1=O)C(C)(C)C)=CC(=O)OCC (Ethyl (3,5-di-t-butyl-4-oxocyclohexa-2,5-dienylidene)acetate). As a reaction SMILES: [C:1]([C:5]1[CH:6]=[C:7]([CH2:16][C:17]([O:19][CH2:20][CH3:21])=[O:18])[CH:8]=[C:9]([C:12]([CH3:15])([CH3:14])[CH3:13])[C:10]=1[OH:11])([CH3:4])([CH3:3])[CH3:2].[OH-].[K+]>C1C=CC=CC=1.O.[Fe-3](C#N)(C#N)(C#N)(C#N)(C#N)C#N.[K+].[K+].[K+]>[C:12]([C:9]1[C:10](=[O:11])[C:5]([C:1]([CH3:2])([CH3:3])[CH3:4])=[CH:6][C:7](=[CH:16][C:17]([O:19][CH2:20][CH3:21])=[O:18])[CH:8]=1)([CH3:13])([CH3:14])[CH3:15] |f:1.2,5.6.7.8|. Procedure details: In benzene (150 mL) was dissolved Intermediate 10 (6.7 g, 22.9 mmol) and this treated with a solution of potassium hydroxide (13.9 g [85%], 210 mmol) and potasium ferricyanide (K3Fe(CN)6) (15.2 g, 46 mmol) in water (150 mL). The mixture stirred under nitrogen atmosphere at 40° C. for 2 hours. The benzene layer then separated, washed with brine (100 mL) and dried over magnesium sulfate. The solvent was evaporated in vacuo to give a red oil, 6.1 g (92%), which was used as is. Starting materials: aqueous solution, [OH-].[Na+] (sodium hydroxide), CC1(OC2=C(C1)C(=CC=C2OC)C2=CC=C(C=C2)C(=O)OC)C (2,2-Dimethyl-7-methoxy-4-[4-(methoxycarbonyl)phenyl]-2,3-dihydrobenzofuran). Solvent: C(C)O (ethanol). The product is C(=O)(O)C1=CC=C(C=C1)C1=CC=C(C2=C1CC(O2)(C)C)OC (4-(4-Carboxyphenyl)-2,2-dimethyl-7-methoxy-2,3-dihydrobenzofuran). Yield: 85.9%. Reaction SMILES: [CH3:1][C:2]1([CH3:23])[CH2:6][C:5]2[C:7]([C:13]3[CH:18]=[CH:17][C:16]([C:19]([O:21]C)=[O:20])=[CH:15][CH:14]=3)=[CH:8][CH:9]=[C:10]([O:11][CH3:12])[C:4]=2[O:3]1.[OH-].[Na+]>C(O)C>[C:19]([C:16]1[CH:15]=[CH:14][C:13]([C:7]2[C:5]3[CH2:6][C:2]([CH3:1])([CH3:23])[O:3][C:4]=3[C:10]([O:11][CH3:12])=[CH:9][CH:8]=2)=[CH:18][CH:17]=1)([OH:21])=[O:20] |f:1.2|. Procedure: A mixture of Compound 144 (1.0 g) obtained in Example 144, a 4N aqueous solution (8.0 ml) of sodium hydroxide, and ethanol (40 ml) was stirred at room temperature for 4 hours. The solvent was removed and the residue was dissolved in water. Concentrated hydrochloric acid was dropwise added to the solution, and the generated precipitate was collected by filtration, washed with water, and dried to give Compound 145 (0.82 g, 85.9%) as white crystals.